From a dataset of the Open Reaction Database (ORD), a public repository of structured organic reaction records. describe an organic reaction: reactants, conditions, products, and yield Reactants: C(C1=CC=CC=C1)NC(CNC([C@H]1N(CCC1)C(=O)O)=O)=O (2-[(N-carboxy-L-prolyl)amino]acetamide N-benzyl ester), Cl (hydrogen chloride), [H][H] (hydrogen), [H][H] (hydrogen). The reagents and catalysts are [Pd] (palladium on charcoal). Run in C(C)(=O)O (acetic acid). Product: Cl.N1[C@H](C(=O)NCC(=O)N)CCC1 (2-[(L-Prolyl)Amino]Acetamide Hydrochloride). As a reaction SMILES: C([NH:8][C:9](=[O:22])[CH2:10][NH:11][C:12](=[O:21])[C@@H:13]1[CH2:17][CH2:16][CH2:15][N:14]1C(O)=O)C1C=CC=CC=1.[ClH:23].[H][H]>C(O)(=O)C.[Pd]>[ClH:23].[NH:14]1[CH2:15][CH2:16][CH2:17][C@H:13]1[C:12]([NH:11][CH2:10][C:9]([NH2:8])=[O:22])=[O:21] |f:5.6|. Reported procedure: A solution of 2-[(N-carboxy-L-prolyl)amino]acetamide N-benzyl ester (Ex. 9, 610 mg, 2 mmoles) in glacial acetic acid (8 ml) containing hydrogen chloride (2 mmoles) is agitated with palladium on charcoal (5%, 50 mg) in an atmosphere of hydrogen in the same manner as described in Example 6 until one molar equivalent of hydrogen has been consumed. Filtration, evaporation of the filtrate and drying of the residue under reduced pressure gives the title compound which is used as such in the subsequent... The reactants are [N+](=O)([O-])C1=CC=C(C=C1)C1CN(CCO1)S(=O)(=O)C1=CC=C(C)C=C1 (2-(4-Nitrophenyl)-4-tosylmorpholine), C1(=CC=CC=C1)O (phenol), Br.CC(=O)O (HBr AcOH). Reaction conditions: temperature 75 celsius. Product: [N+](=O)([O-])C1=CC=C(C=C1)C1CNCCO1 (2-(4-Nitrophenyl)morpholine). As a reaction SMILES: [N+:1]([C:4]1[CH:9]=[CH:8][C:7]([CH:10]2[O:15][CH2:14][CH2:13][N:12](S(C3C=CC(C)=CC=3)(=O)=O)[CH2:11]2)=[CH:6][CH:5]=1)([O-:3])=[O:2].C1(O)C=CC=CC=1.Br.CC(O)=O>>[N+:1]([C:4]1[CH:5]=[CH:6][C:7]([CH:10]2[O:15][CH2:14][CH2:13][NH:12][CH2:11]2)=[CH:8][CH:9]=1)([O-:3])=[O:2] |f:2.3|. Procedure: A mixture of 2-(4-Nitrophenyl)-4-tosylmorpholine (I85) (430 mg, 1.19 mmol), phenol (670 mg, 7.12 mmol) and 33% HBr/AcOH (2.2 mL) was heated in a sealed tube (microwave tube, conventional heating) at 75° C. for twenty hours. The cooled mixture was concentrated and the residue loaded onto a 10 g SCX cartridge in methanol. The cartridge was washed with methanol (200 mL), then eluted with 1% methanolic methylamine (100 mL). The methylamine eluent was evaporated to give the title compound (I86) (204 ... RXN SMILES: [Br:1][N:2]1[C:3](=[O:4])[CH2:5][CH2:6][C:7]1=[O:8].[C:9]([CH3:10])(=[O:11])[O:12][CH:13]1[CH:14]([n:23]2[cH:24][n:25][c:26]3[c:27]2[cH:28][c:29]([Cl:33])[c:30]([Cl:32])[cH:31]3)[CH2:15][CH:16]([CH2:18][O:19][C:20]([CH3:21])=[O:22])[CH2:17]1.[CH3:34][N:35]([CH3:36])[CH:37]=[O:38]>>[Br:1][c:24]1[n:23]([CH:14]2[CH:13]([O:12][C:9]([CH3:10])=[O:11])[CH2:17][CH:16]([CH2:18][O:19][C:20]([CH3:21])=[O:22])[CH2:15]2)[c:27]2[c:26]([n:25]1)[cH:31][c:30]([Cl:32])[c:29]([Cl:33])[cH:28]2. The reactants are O=C1CCC(=O)N1Br, CC(=O)OCC1CC(OC(C)=O)C(n2cnc3cc(Cl)c(Cl)cc32)C1, CN(C)C=O. The product is CC(=O)OCC1CC(OC(C)=O)C(n2c(Br)nc3cc(Cl)c(Cl)cc32)C1. Starting materials: C(#N)C1=CC=C(C=N1)CN=[N+]=[N-] (6-Cyano-3-picolyl azide), C1(=CC=CC=C1)P(C1=CC=CC=C1)C1=CC=CC=C1 (triphenylphosphine). Run in O (water). Reaction conditions: time 8 hour. Product: C(#N)C1=CC=C(C=N1)CN (6-Cyano-3-picolylamine). RXN SMILES: [C:1]([C:3]1[N:8]=[CH:7][C:6]([CH2:9][N:10]=[N+]=[N-])=[CH:5][CH:4]=1)#[N:2].C1(P(C2C=CC=CC=2)C2C=CC=CC=2)C=CC=CC=1>O>[C:1]([C:3]1[N:8]=[CH:7][C:6]([CH2:9][NH2:10])=[CH:5][CH:4]=1)#[N:2]. Procedure: The compound obtained in (a) was dissolved in 45 ml of TEF and 1.2 ml of water and, while stirring, 11.2 g of triphenylphosphine were added in portions. The reaction mixture was left to stand at RT overnight. Reactants: [Li]CCCC, C1CCOC1, CI, CCCCCC, [Cl-], [NH4+], Cc1onc(-c2ccccc2)c1-c1ccccc1. Product: CCc1onc(-c2ccccc2)c1-c1ccccc1. Reaction SMILES: [CH2:1]([Li:2])[CH2:3][CH2:4][CH3:5].[CH2:34]1[O:35][CH2:36][CH2:37][CH2:38]1.[CH3:30][I:31].[CH3:6][CH2:7][CH2:8][CH2:9][CH2:10][CH3:11].[Cl-:32].[NH4+:33].[c:12]1(-[c:18]2[n:19][o:20][c:21]([CH3:29])[c:22]2-[c:23]2[cH:24][cH:25][cH:26][cH:27][cH:28]2)[cH:13][cH:14][cH:15][cH:16][cH:17]1>>[CH3:1][CH2:29][c:21]1[o:20][n:19][c:18](-[c:12]2[cH:13][cH:14][cH:15][cH:16][cH:17]2)[c:22]1-[c:23]1[cH:24][cH:25][cH:26][cH:27][cH:28]1.